From a dataset of the Open Reaction Database (ORD), a public repository of structured organic reaction records. describe an organic reaction: reactants, conditions, products, and yield The reactants are C(C)(C)(C)OC(=O)N[C@@H]1CNCCC1 ((S)-3-(tert-butoxycarbonylamino)piperidine), CNC(=O)[C@H]1CNCCC1 ((3R)-N-methylpiperidine-3-carboxamide). Product: CN(C(OC(C)(C)C)=O)[C@@H]1CNCCC1 (tert-butyl methyl[(3S)-piperidin-3-yl]carbamate). As a reaction SMILES: [C:1]([O:5][C:6]([NH:8][C@H:9]1[CH2:14][CH2:13][CH2:12][NH:11][CH2:10]1)=[O:7])([CH3:4])([CH3:3])[CH3:2].[CH3:15]NC([C@@H]1CCCNC1)=O>>[CH3:15][N:8]([C@H:9]1[CH2:14][CH2:13][CH2:12][NH:11][CH2:10]1)[C:6](=[O:7])[O:5][C:1]([CH3:4])([CH3:2])[CH3:3]. Procedure: Prepared from (S)-3-(tert-butoxycarbonylamino)piperidine in the same scale and manner as the (3R) isomer described in Preparative Example 35. Yields were 96% and 93% for the first two steps. Product yield was treated as quantitative for last step and used as reagent in a further reaction (Example 94). LC/MS 1.30 min, [M+1]+ 215.